Dataset: the Open Reaction Database (ORD), a public repository of structured organic reaction records. Task: describe an organic reaction: reactants, conditions, products, and yield Starting materials: CC(=O)OCC1=C(N2[C@@H]([C@@H](C2=O)N)SC1)C(=O)O (7-ACA), SC1=NN=C(S1)SCC(=O)N1CCOCC1 (5-mercapto-2-morpholinocarbonylmethylthio-1,3,4-thiadiazole), COC(=O)C1=C(C(=C(C(=C1Cl)Cl)C(=O)OC)Cl)Cl (DCPA). Solvent: C(C)#N (acetonitrile). Yields the product NC1[C@@H]2N(C(=C(CS2)CSC2=NN=C(S2)SCC(=O)N2CCOCC2)C(=O)O)C1=O (7-amino-3-[(2-morpholinocarbonylmethylthio-1,3,4-thiadiazol-5-yl)thiomethyl]-3-cephem-4-carboxylic acid). RXN SMILES: CC(O[CH2:5][C:6]1[CH2:15][S:14][C@@H:9]2[C@H:10]([NH2:13])[C:11](=[O:12])[N:8]2[C:7]=1[C:16]([OH:18])=[O:17])=O.[SH:19][C:20]1[S:24][C:23]([S:25][CH2:26][C:27]([N:29]2[CH2:34][CH2:33][O:32][CH2:31][CH2:30]2)=[O:28])=[N:22][N:21]=1.COC(C1C(Cl)=C(Cl)C(C(OC)=O)=C(Cl)C=1Cl)=O>C(#N)C>[NH2:13][CH:10]1[C:11](=[O:12])[N:8]2[C:7]([C:16]([OH:18])=[O:17])=[C:6]([CH2:5][S:19][C:20]3[S:24][C:23]([S:25][CH2:26][C:27]([N:29]4[CH2:30][CH2:31][O:32][CH2:33][CH2:34]4)=[O:28])=[N:22][N:21]=3)[CH2:15][S:14][C@H:9]12. Procedure: While utilizing 0.680 g of 7-ACA, 0.900 g of 5-mercapto-2-morpholinocarbonylmethylthio-1,3,4-thiadiazole, 4.0 ml of acetonitrile and 2.70 g of DCPA, the procedure was carried out in accordance with Example 5, and there was obtained 1.02 g (83.3% of yield) of red brown powder of 7-amino-3-[(2-morpholinocarbonylmethylthio-1,3,4-thiadiazol-5-yl)thiomethyl]-3-cephem-4-carboxylic acid. The reactants are CC(=O)O[BH-](OC(C)=O)OC(C)=O, O=C([O-])O, CN(C)CCNCc1ccccc1, CC(=O)O, CCOC(C)=O, [Na+], [Na+], C1CCOC1, O=Cc1cccc(-c2ccc3[nH]ccc3c2)c1. Yields the product CN(C)CCN(Cc1ccccc1)Cc1cccc(-c2ccc3[nH]ccc3c2)c1. As a reaction SMILES: [C:1]([O:2][BH-:3]([O:4][C:5](=[O:6])[CH3:7])[O:8][C:9](=[O:10])[CH3:11])(=[O:12])[CH3:13].[C:49](=[O:50])([OH:51])[O-:52].[CH2:32]([c:33]1[cH:34][cH:35][cH:36][cH:37][cH:38]1)[NH:39][CH2:40][CH2:41][N:42]([CH3:43])[CH3:44].[CH3:45][C:46](=[O:47])[OH:48].[CH3:59][CH2:60][O:61][C:62](=[O:63])[CH3:64].[Na+:14].[Na+:53].[O:54]1[CH2:55][CH2:56][CH2:57][CH2:58]1.[nH:15]1[cH:16][cH:17][c:18]2[cH:19][c:20](-[c:24]3[cH:25][c:26]([CH:27]=[O:28])[cH:29][cH:30][cH:31]3)[cH:21][cH:22][c:23]12>>[nH:15]1[cH:16][cH:17][c:18]2[cH:19][c:20](-[c:24]3[cH:25][c:26]([CH2:27][N:39]([CH2:32][c:33]4[cH:34][cH:35][cH:36][cH:37][cH:38]4)[CH2:40][CH2:41][N:42]([CH3:43])[CH3:44])[cH:29][cH:30][cH:31]3)[cH:21][cH:22][c:23]12. Reactants: OCCN(C1=CC(=C(C#N)C=C1)C(F)(F)F)CC(F)(F)F (4-[(2-hydroxyethyl)(2,2,2-trifluoroethyl)amino]-2-(trifluoromethyl)benzonitrile), FC=1C=CC(NC1)=O (5-fluoro-2(1H)-pyridinone). Solvent: COCCOC (DME). Product: FC=1C=CC(=NC1)OCCN(C1=CC(=C(C#N)C=C1)C(F)(F)F)CC(F)(F)F (4-[{2-[(5-Fluoro-2-pyridinyl)oxy]ethyl}(2,2,2-trifluoroethyl)amino]-2-(trifluoromethyl)benzonitrile). As a reaction SMILES: [OH:1][CH2:2][CH2:3][N:4]([CH2:17][C:18]([F:21])([F:20])[F:19])[C:5]1[CH:12]=[CH:11][C:8]([C:9]#[N:10])=[C:7]([C:13]([F:16])([F:15])[F:14])[CH:6]=1.[F:22][C:23]1[CH:24]=[CH:25][C:26](=O)[NH:27][CH:28]=1>COCCOC>[F:22][C:23]1[CH:24]=[CH:25][C:26]([O:1][CH2:2][CH2:3][N:4]([CH2:17][C:18]([F:19])([F:20])[F:21])[C:5]2[CH:12]=[CH:11][C:8]([C:9]#[N:10])=[C:7]([C:13]([F:15])([F:16])[F:14])[CH:6]=2)=[N:27][CH:28]=1. Procedure: Synthesized as described in Example 27B from 4-[(2-hydroxyethyl)(2,2,2-trifluoroethyl)amino]-2-(trifluoromethyl)benzonitrile (Example 15B) and 5-fluoro-2(1H)-pyridinone, using dry DME as the reaction solvent: MS (APCI) m/z 408 (M+1). Starting materials: ClC1=NC=CC(=N1)C1=C(N=C(S1)C(C)(C)C)C=1C(=C(C=CC1)NS(=O)(=O)C1=C(C=CC=C1F)F)F (N-{3-[5-(2-chloro-4-pyrimidinyl)-2-(1,1-dimethylethyl)-1,3-thiazol-4-yl]-2-fluorophenyl}-2,6-difluorobenzenesulfonamide), [Br-].C(C)OC(CC[Zn+])=O (3-ethoxy-3-oxopropylzinc bromide), C1CCOC1 (THF), crude product. Reagents/catalysts: C=1C=CC(=CC1)[P](C=2C=CC=CC2)(C=3C=CC=CC3)[Pd]([P](C=4C=CC=CC4)(C=5C=CC=CC5)C=6C=CC=CC6)([P](C=7C=CC=CC7)(C=8C=CC=CC8)C=9C=CC=CC9)[P](C=1C=CC=CC1)(C=1C=CC=CC1)C=1C=CC=CC1 (tetrakis(triphenylphosphine)palladium). The product is FC1=C(C(=CC=C1)F)S(=O)(=O)NC=1C(=C(C=CC1)C=1N=C(SC1C1=NC(=NC=C1)CCC(=O)OCC)C(C)(C)C)F (ethyl 3-{4-[4-(3-{[(2,6-difluorophenyl)sulfonyl]amino}-2-fluorophenyl)-2-(1,1-dimethylethyl)-1,3-thiazol-5-yl]-2-pyrimidinyl}propanoate). Yield: 64.0%. As a reaction SMILES: Cl[C:2]1[N:7]=[C:6]([C:8]2[S:12][C:11]([C:13]([CH3:16])([CH3:15])[CH3:14])=[N:10][C:9]=2[C:17]2[C:18]([F:35])=[C:19]([NH:23][S:24]([C:27]3[C:32]([F:33])=[CH:31][CH:30]=[CH:29][C:28]=3[F:34])(=[O:26])=[O:25])[CH:20]=[CH:21][CH:22]=2)[CH:5]=[CH:4][N:3]=1.[Br-].[CH2:37]([O:39][C:40](=[O:44])[CH2:41][CH2:42][Zn+])[CH3:38].C1COCC1>C1C=CC([P]([Pd]([P](C2C=CC=CC=2)(C2C=CC=CC=2)C2C=CC=CC=2)([P](C2C=CC=CC=2)(C2C=CC=CC=2)C2C=CC=CC=2)[P](C2C=CC=CC=2)(C2C=CC=CC=2)C2C=CC=CC=2)(C2C=CC=CC=2)C2C=CC=CC=2)=CC=1>[F:34][C:28]1[CH:29]=[CH:30][CH:31]=[C:32]([F:33])[C:27]=1[S:24]([NH:23][C:19]1[C:18]([F:35])=[C:17]([C:9]2[N:10]=[C:11]([C:13]([CH3:16])([CH3:15])[CH3:14])[S:12][C:8]=2[C:6]2[CH:5]=[CH:4][N:3]=[C:2]([CH2:42][CH2:41][C:40]([O:39][CH2:37][CH3:38])=[O:44])[N:7]=2)[CH:22]=[CH:21][CH:20]=1)(=[O:26])=[O:25] |f:1.2,^1:53,55,74,93|. Procedure: To solid N-{3-[5-(2-chloro-4-pyrimidinyl)-2-(1,1-dimethylethyl)-1,3-thiazol-4-yl]-2-fluorophenyl}-2,6-difluorobenzenesulfonamide (1 g, 1.85 mmol) was added 3-ethoxy-3-oxopropylzinc bromide 0.5M solution in THF (31.5 ml, 15.77 mmol) at RT. Bis(tri-t-butylphosphine)palladium (0) (0.095 g, 0.186 mmol) was added to reaction mixture. The reaction was stirred at RT for several hours. The reaction was check by LCMS. The reaction mixture was quenched into sat'd NH4Cl and stirred for several hours. A whi... The reactants are COc1c(C#N)cc(C(=O)N2CS(=O)(=O)c3ccccc32)cc1OC(F)(F)F, CN(C)C=O, [Cl-], Cl, [Li+]. Yields the product N#Cc1cc(C(=O)N2CS(=O)(=O)c3ccccc32)cc(OC(F)(F)F)c1O. Reaction SMILES: [C:1](#[N:2])[c:3]1[cH:4][c:5]([C:6](=[O:7])[N:8]2[CH2:9][S:10](=[O:17])(=[O:18])[c:11]3[c:12]2[cH:13][cH:14][cH:15][cH:16]3)[cH:19][c:20]([O:24][C:25]([F:26])([F:27])[F:28])[c:21]1[O:22][CH3:23].[CH3:32][N:33]([CH3:34])[CH:35]=[O:36].[Cl-:30].[ClH:31].[Li+:29]>>[C:1](#[N:2])[c:3]1[cH:4][c:5]([C:6](=[O:7])[N:8]2[CH2:9][S:10](=[O:17])(=[O:18])[c:11]3[c:12]2[cH:13][cH:14][cH:15][cH:16]3)[cH:19][c:20]([O:24][C:25]([F:26])([F:27])[F:28])[c:21]1[OH:22]. The product is OC1c2cc(OCc3cccc(Cl)n3)ccc2OCC1Cc1ccccc1. Reactants: Oc1ccc2c(c1)C(O)C(Cc1ccccc1)CO2, Clc1cccc(CBr)n1. Reaction SMILES: [CH2:1]([c:2]1[cH:3][cH:4][cH:5][cH:6][cH:7]1)[CH:8]1[CH2:9][O:10][c:11]2[cH:12][cH:13][c:14]([OH:19])[cH:15][c:16]2[CH:17]1[OH:18].[Cl:20][c:21]1[n:22][c:23]([CH2:27][Br:28])[cH:24][cH:25][cH:26]1>>[CH2:1]([c:2]1[cH:3][cH:4][cH:5][cH:6][cH:7]1)[CH:8]1[CH2:9][O:10][c:11]2[cH:12][cH:13][c:14]([O:19][CH2:27][c:23]3[n:22][c:21]([Cl:20])[cH:26][cH:25][cH:24]3)[cH:15][c:16]2[CH:17]1[OH:18]. Reactants: C(C)O (ethanol), ClCCl (dichloromethane), CC1=NN=C(S1)SCC2=C(N3[C@@H]([C@@H](C3=O)NC(=O)CN4C=NN=N4)SC2)C(=O)O (cefazolin acid), C(C)(=O)[O-].[Na+] (sodium acetate). Solvent: O (water). Conditions: time 4 hour. The product is CC1=NN=C(S1)SCC2=C(N3[C@@H]([C@@H](C3=O)NC(=O)CN4C=NN=N4)SC2)C(=O)[O-].O.O.O.O.O.[Na+] (cefazolin sodium pentahydrate). As a reaction SMILES: C([OH:3])C.ClCCl.[CH3:7][C:8]1[S:12][C:11]([S:13][CH2:14][C:15]2[CH2:32][S:31][C@@H:18]3[C@H:19]([NH:22][C:23]([CH2:25][N:26]4[N:30]=[N:29][N:28]=[CH:27]4)=[O:24])[C:20](=[O:21])[N:17]3[C:16]=2[C:33]([OH:35])=[O:34])=[N:10][N:9]=1.C([O-])(=[O:38])C.[Na+:40]>O>[CH3:7][C:8]1[S:12][C:11]([S:13][CH2:14][C:15]2[CH2:32][S:31][C@@H:18]3[C@H:19]([NH:22][C:23]([CH2:25][N:26]4[N:30]=[N:29][N:28]=[CH:27]4)=[O:24])[C:20](=[O:21])[N:17]3[C:16]=2[C:33]([O-:35])=[O:34])=[N:10][N:9]=1.[OH2:3].[OH2:38].[OH2:3].[OH2:3].[OH2:3].[Na+:40] |f:3.4,6.7.8.9.10.11.12|. Reported procedure: To a reactor equipped with a jacket were added 10 ml ethanol, 50 ml dichloromethane, 20 ml water, 5 g cefazolin acid and 0.9 g sodium acetate, stirred until the solution was clear, the finishing point pH was adjusted to be 7.4, the mixture was directly filtered into a glass crystallizer, agitated for 60 minutes, added dropwise about 20 ml of isopropanol and methanol mixed liquid (the amount of methanol is 3%) and methionine, turbidness occurred in the solution, hold for 4.0 hours, added isopropa... Reactants: C1(CCCC1)OC=1C=C(CC=2OC3=C(N2)C=C(C=C3CC=C)Cl)C=CC1OC (2-(3-cyclopentyloxy-4-methoxybenzyl)-5-chloro-7-allylbenzoxazole), [H][H] (hydrogen). The reagents and catalysts are [Pd] (Pd on carbon). Run in C(C)(=O)OCC (ethyl acetate). Yields the product C1(CCCC1)OC=1C=C(CC=2OC3=C(N2)C=C(C=C3CCC)Cl)C=CC1OC (2-(3-Cyclopentyloxy-4-methoxybenzyl)-5-chloro-7-propylbenzoxazole). Yield: 45.8%. Reaction SMILES: [CH:1]1([O:6][C:7]2[CH:8]=[C:9]([CH:24]=[CH:25][C:26]=2[O:27][CH3:28])[CH2:10][C:11]2[O:12][C:13]3[C:19]([CH2:20][CH:21]=[CH2:22])=[CH:18][C:17]([Cl:23])=[CH:16][C:14]=3[N:15]=2)[CH2:5][CH2:4][CH2:3][CH2:2]1.[H][H]>C(OCC)(=O)C.[Pd]>[CH:1]1([O:6][C:7]2[CH:8]=[C:9]([CH:24]=[CH:25][C:26]=2[O:27][CH3:28])[CH2:10][C:11]2[O:12][C:13]3[C:19]([CH2:20][CH2:21][CH3:22])=[CH:18][C:17]([Cl:23])=[CH:16][C:14]=3[N:15]=2)[CH2:2][CH2:3][CH2:4][CH2:5]1. Procedure: A solution of 2-(3-cyclopentyloxy-4-methoxybenzyl)-5-chloro-7-allylbenzoxazole (1.2 g, 3.0 mmol) in ethyl acetate (50 ml) was hydrogenated over 0.104 g of 10% Pd on carbon catalyst in a Parr apparatus at 23 psi until hydrogen uptake ceased. The catalyst was filtered and the solvent was evaporated. The residue was recrystallized from hexane to give the title compound (0.55 g, 46%), mp 54-55° C. Reactants: ClC=1C=CC(=C(C1)C1=CC(N(C=C1OC)C(C(=O)NC1=CC=C(C(=O)OCC)C=C1)C[C@@H]1CC[C@H](CC1)OC)=O)C#N (ethyl 4-({2-[4-(5-chloro-2-cyanophenyl)-5-methoxy-2-oxopyridin-1(2H)-yl]-3-(trans-4-methoxycyclohexyl)propanoyl}amino)benzoate), C([O-])([O-])=O.[Cs+].[Cs+] (caesium carbonate), Cl (hydrochloric acid). Solvent: C(C)O.O (ethanol water). Run at time 30 minute. Yields the product ClC=1C=CC(=C(C1)C1=CC(N(C=C1OC)C(C(=O)NC1=CC=C(C(=O)O)C=C1)C[C@@H]1CC[C@H](CC1)OC)=O)C#N (4-({2-[4-(5-Chloro-2-cyanophenyl)-5-methoxy-2-oxopyridin-1(2H)-yl]-3-(trans-4-methoxycyclohexyl)propanoyl}amino)benzoic acid). Reaction SMILES: [Cl:1][C:2]1[CH:3]=[CH:4][C:5]([C:41]#[N:42])=[C:6]([C:8]2[C:13]([O:14][CH3:15])=[CH:12][N:11]([CH:16]([CH2:31][C@H:32]3[CH2:37][CH2:36][C@H:35]([O:38][CH3:39])[CH2:34][CH2:33]3)[C:17]([NH:19][C:20]3[CH:30]=[CH:29][C:23]([C:24]([O:26]CC)=[O:25])=[CH:22][CH:21]=3)=[O:18])[C:10](=[O:40])[CH:9]=2)[CH:7]=1.C(=O)([O-])[O-].[Cs+].[Cs+].Cl>C(O)C.O>[Cl:1][C:2]1[CH:3]=[CH:4][C:5]([C:41]#[N:42])=[C:6]([C:8]2[C:13]([O:14][CH3:15])=[CH:12][N:11]([CH:16]([CH2:31][C@H:32]3[CH2:33][CH2:34][C@H:35]([O:38][CH3:39])[CH2:36][CH2:37]3)[C:17]([NH:19][C:20]3[CH:30]=[CH:29][C:23]([C:24]([OH:26])=[O:25])=[CH:22][CH:21]=3)=[O:18])[C:10](=[O:40])[CH:9]=2)[CH:7]=1 |f:1.2.3,5.6|. Procedure: 1.10 g (1.86 mmol) of ethyl 4-({2-[4-(5-chloro-2-cyanophenyl)-5-methoxy-2-oxopyridin-1(2H)-yl]-3-(trans-4-methoxycyclohexyl)propanoyl}amino)benzoate (racemate) in 67 ml of ethanol/water (2.6/1) were reacted with 3.09 g (9.48 mmol) of caesium carbonate according to General Method 4. After complete conversion, the pH was adjusted to 5-6 with hydrochloric acid (1N) and the mixture was stirred for another 30 min. The precipitate was filtered off with suction, washed with a little water and dried und...